This data is from the Open Reaction Database (ORD), a public repository of structured organic reaction records. The task is: describe an organic reaction: reactants, conditions, products, and yield Reactants: [I-], [Li+], COC(=O)c1cnc2c3cc(NS(C)(=O)=O)ccc3ncn2c1=O, O, c1ccncc1. The product is CS(=O)(=O)Nc1ccc2ncn3c(=O)c(C(=O)O)cnc3c2c1. As a reaction SMILES: [I-:25].[Li+:26].[O:1]=[c:2]1[c:3]([C:21](=[O:22])[O:23][CH3:24])[cH:4][n:5][c:6]2[n:7]1[cH:8][n:9][c:10]1[cH:11][cH:12][c:13]([NH:16][S:17](=[O:18])(=[O:19])[CH3:20])[cH:14][c:15]21.[OH2:33].[cH:27]1[cH:28][cH:29][n:30][cH:31][cH:32]1>>[O:1]=[c:2]1[c:3]([C:21](=[O:22])[OH:23])[cH:4][n:5][c:6]2[n:7]1[cH:8][n:9][c:10]1[cH:11][cH:12][c:13]([NH:16][S:17](=[O:18])(=[O:19])[CH3:20])[cH:14][c:15]21. The reactants are BrCC(=O)O (bromoacetic acid), ClC1=C(C(=CC(=C1)Cl)Cl)O (2,4,6-trichlorophenol), C(C)O (ethanol), C[O-].[Na+] (sodium methoxide), BrCC(=O)O (bromoacetic acid), solution, C[O-].[Na+] (sodium methoxide). The solvent is CO (methanol), CO (methanol). Conditions: time 1 hour. The product is ClC1=C(OCC(=O)O)C(=CC(=C1)Cl)Cl (2,4,6-trichlorophenoxyacetic acid). Reaction SMILES: [Cl:1][C:2]1[CH:7]=[C:6]([Cl:8])[CH:5]=[C:4]([Cl:9])[C:3]=1[OH:10].C(O)C.C[O-].[Na+].Br[CH2:18][C:19]([OH:21])=[O:20]>CO>[Cl:1][C:2]1[CH:7]=[C:6]([Cl:8])[CH:5]=[C:4]([Cl:9])[C:3]=1[O:10][CH2:18][C:19]([OH:21])=[O:20] |f:2.3|. Procedure details: 2,4,6-trichlorophenol, 100.7 gm, was added to 250 ml of ethanol. 228.6 ml of a 25% solution of sodium methoxide (2 equivalents) in methanol were then added to the system. The system was stirred at room temperature for approximately 1 hour. Afterwards, 69.5 gm of bromoacetic acid was added and the system then heated to reflux. After 18 hours, an additional equivalent of sodium methoxide in methanol (114.3 ml) was added as well as 34.7 gm of bromoacetic acid. The system was continued at reflux for... Starting materials: [N+](=O)([O-])C1=CC=C(COC(=O)N=C(C)N2[C@H](CN(CC2)C(=O)[C@H]2N(C[C@H](C2)SC=2[C@@H]([C@H]3N(C2C(=O)OCC2=CC=C(C=C2)[N+](=O)[O-])C([C@@H]3[C@@H](C)O)=O)C)C(=O)OCC3=CC=C(C=C3)[N+](=O)[O-])C)C=C1 (4-nitrobenzyl (1R,5S,6S)-2-[(2S,4S)-2-[(3S)-4-(N-4- nitrobenzyloxycarbonylacetimidoyl)-3-methylpiperazin-1-ylcarbonyl]-1-(4-nitrobenzyloxycarbonyl)pyrrolidin-4-ylthio]-6-[(1R)-1-hydroxyethyl]-1-methyl-1-carbapen-2-em-3-carboxylate). Solvent: O1CCCC1 (tetrahydrofuran), O (water). Product: C(C)(=N)N1[C@H](CN(CC1)C(=O)[C@H]1NC[C@H](C1)SC=1[C@@H]([C@H]2N(C1C(=O)O)C([C@@H]2[C@@H](C)O)=O)C)C ((1R,5S,6S)-2-[(2S,4S)-2-[(3S)-4-Acetimidoyl-3-methylpiperazin-1-ylcarbonyl]pyrrolidin-4-ylthio]-6-[(1R)-1-hydroxyethyl]-1-methyl-1-carbapen-2-em-3-carboxylic acid). The yield is 33.4%. As a reaction SMILES: [N+](C1C=CC(COC([N:12]=[C:13]([N:15]2[CH2:20][CH2:19][N:18]([C:21]([C@@H:23]3[CH2:27][C@H:26]([S:28][C:29]4[C@H:30]([CH3:53])[C@@H:31]5[C@@H:48]([C@H:49]([OH:51])[CH3:50])[C:47](=[O:52])[N:32]5[C:33]=4[C:34]([O:36]CC4C=CC([N+]([O-])=O)=CC=4)=[O:35])[CH2:25][N:24]3C(OCC3C=CC([N+]([O-])=O)=CC=3)=O)=[O:22])[CH2:17][C@@H:16]2[CH3:67])[CH3:14])=O)=CC=1)([O-])=O>O1CCCC1.O>[C:13]([N:15]1[CH2:20][CH2:19][N:18]([C:21]([C@@H:23]2[CH2:27][C@H:26]([S:28][C:29]3[C@H:30]([CH3:53])[C@@H:31]4[C@@H:48]([C@H:49]([OH:51])[CH3:50])[C:47](=[O:52])[N:32]4[C:33]=3[C:34]([OH:36])=[O:35])[CH2:25][NH:24]2)=[O:22])[CH2:17][C@@H:16]1[CH3:67])(=[NH:12])[CH3:14]. Procedure: 85 mg of 4-nitrobenzyl (1R,5S,6S)-2-[(2S,4S)-2-[(3S)-4-(N-4- nitrobenzyloxycarbonylacetimidoyl)-3-methylpiperazin-1-ylcarbonyl]-1-(4-nitrobenzyloxycarbonyl)pyrrolidin-4-ylthio]-6-[(1R)-1-hydroxyethyl]-1-methyl-1-carbapen-2-em-3-carboxylate [prepared as described in step (a) above] were dissolved in 4.1 ml of a 2:1 by volume mixture of tetrahydrofuran and water, and were hydrogenated by bubbling hydrogen through the solution at room temperature for 2 hours in the presence of 210 mg of 10% w/w pal... Reactants: COc1ccc(-c2nc(NC(=O)c3ccc(F)cc3)sc2Cc2ccccc2)cc1, ClCCl. Product: O=C(Nc1nc(-c2ccc(O)cc2)c(Cc2ccccc2)s1)c1ccc(F)cc1. RXN SMILES: [CH2:1]([c:2]1[cH:3][cH:4][cH:5][cH:6][cH:7]1)[c:8]1[c:9](-[c:23]2[cH:24][cH:25][c:26]([O:29][CH3:30])[cH:27][cH:28]2)[n:10][c:11]([NH:13][C:14]([c:15]2[cH:16][cH:17][c:18]([F:21])[cH:19][cH:20]2)=[O:22])[s:12]1.[Cl:31][CH2:32][Cl:33]>>[CH2:1]([c:2]1[cH:3][cH:4][cH:5][cH:6][cH:7]1)[c:8]1[c:9](-[c:23]2[cH:24][cH:25][c:26]([OH:29])[cH:27][cH:28]2)[n:10][c:11]([NH:13][C:14]([c:15]2[cH:16][cH:17][c:18]([F:21])[cH:19][cH:20]2)=[O:22])[s:12]1. The reactants are O=C([O-])O, CCN(C(C)C)C(C)C, CCCP(=O)(O)O, NCCC(F)(F)F, Cn1ncc(C(=O)N2CCC2)c1C(=O)Nc1ccn2nc(C(=O)O)nc2c1, [Na+], C1CCOC1. Yields the product Cn1ncc(C(=O)N2CCC2)c1C(=O)Nc1ccn2nc(C(=O)NCCC(F)(F)F)nc2c1. As a reaction SMILES: [C:51](=[O:52])([OH:53])[O-:54].[CH2:35]([N:36]([CH:37]([CH3:38])[CH3:39])[CH:40]([CH3:41])[CH3:42])[CH3:43].[CH2:44]([P:45]([OH:46])(=[O:47])[OH:48])[CH2:49][CH3:50].[F:28][C:29]([CH2:30][CH2:31][NH2:32])([F:33])[F:34].[N:1]1([C:5](=[O:6])[c:7]2[cH:8][n:9][n:10]([CH3:27])[c:11]2[C:12](=[O:13])[NH:14][c:15]2[cH:16][c:17]3[n:18]([cH:19][cH:20]2)[n:21][c:22]([C:24](=[O:25])[OH:26])[n:23]3)[CH2:2][CH2:3][CH2:4]1.[Na+:55].[O:56]1[CH2:57][CH2:58][CH2:59][CH2:60]1>>[N:1]1([C:5](=[O:6])[c:7]2[cH:8][n:9][n:10]([CH3:27])[c:11]2[C:12](=[O:13])[NH:14][c:15]2[cH:16][c:17]3[n:18]([cH:19][cH:20]2)[n:21][c:22]([C:24](=[O:26])[NH:32][CH2:31][CH2:30][C:29]([F:28])([F:33])[F:34])[n:23]3)[CH2:2][CH2:3][CH2:4]1. RXN SMILES: C1(S[CH2:8][C:9]([NH:11][NH:12][C:13]([N:15]2[CH2:21][C:20]3[CH:22]=[CH:23][CH:24]=[CH:25][C:19]=3[O:18][C:17]3[CH:26]=[CH:27][C:28]([Cl:30])=[CH:29][C:16]2=3)=[O:14])=[O:10])C=CC=CC=1.Cl[C:32]1[CH:33]=[C:34]([CH:39]=[CH:40][CH:41]=1)C(OO)=O.[S:42]([O-:46])([O-])(=[O:44])=S.[Na+].[Na+]>ClCCl>[C:32]1([S:42]([CH2:8][C:9]([NH:11][NH:12][C:13]([N:15]2[CH2:21][C:20]3[CH:22]=[CH:23][CH:24]=[CH:25][C:19]=3[O:18][C:17]3[CH:26]=[CH:27][C:28]([Cl:30])=[CH:29][C:16]2=3)=[O:14])=[O:10])(=[O:46])=[O:44])[CH:33]=[CH:34][CH:39]=[CH:40][CH:41]=1 |f:2.3.4|. The product is C1(=CC=CC=C1)S(=O)(=O)CC(=O)NNC(=O)N1C2=C(OC3=C(C1)C=CC=C3)C=CC(=C2)Cl (8-chlorodibenz[b,f][1,4]oxazepine-10(11H)-carboxylic acid, 2-[(phenylsulfonyl)acetyl]hydrazide). Procedure: To a stirred solution of 2.0 g (4.5 mmole) of the title product of Example 2 in 40 ml of cold (ca. 0° ) dichloromethane was added 1.94 g (9.1 mmole) of 81% m-chloroperoxybenzoic acid. After about ninety minutes, 10 ml of saturated aqueous sodium thiosulfate was added. The mixture was washed sequentially with three portions of saturated aqueous sodium bicarbonate and three portions of water. The organic phase was dried over sodium sulfate, filtered, and concentrated in vacuo to give the title com... Reactants: C1(=CC=CC=C1)SCC(=O)NNC(=O)N1C2=C(OC3=C(C1)C=CC=C3)C=CC(=C2)Cl (8-chlorodibenz[b,f][1,4]oxazepine-10(11H)-carboxylic acid, 2-[(phenylthio)acetyl]hydrazide), ClC=1C=C(C(=O)OO)C=CC1 (m-chloroperoxybenzoic acid), S(=S)(=O)([O-])[O-].[Na+].[Na+] (sodium thiosulfate). Solvent: ClCCl (dichloromethane). Starting materials: OC1=C2C(CCCC2=C(C=2OC(=CC(C21)=O)C(=O)OC)CCC)=O (Methyl 6,7,8,9-tetrahydro-5-hydroxy-4,6-dioxo-10-propyl-4H-naphtho[2,3-b]pyran-2-carboxylate), [I-].[Li+] (lithium iodide), Cl (hydrochloric acid). Solvent: [OH-].[K+] (potassium hydroxide), O (water). Yields the product OC1=C2C(CCCC2=C(C=2OC(=CC(C21)=O)C(=O)O)CCC)=O (6,7,8,9-Tetrahydro-5-hydroxy-4,6-dioxo-10-propyl-4H-naphtho-[2,3-b]pyran-2-carboxylic acid). The yield is 82.9%. Reaction SMILES: [OH:1][C:2]1[C:15]2[C:14](=[O:16])[CH:13]=[C:12]([C:17]([O:19]C)=[O:18])[O:11][C:10]=2[C:9]([CH2:21][CH2:22][CH3:23])=[C:8]2[C:3]=1[C:4](=[O:24])[CH2:5][CH2:6][CH2:7]2.[I-].[Li+].Cl>[OH-].[K+].O>[OH:1][C:2]1[C:15]2[C:14](=[O:16])[CH:13]=[C:12]([C:17]([OH:19])=[O:18])[O:11][C:10]=2[C:9]([CH2:21][CH2:22][CH3:23])=[C:8]2[C:3]=1[C:4](=[O:24])[CH2:5][CH2:6][CH2:7]2 |f:1.2,4.5|. Procedure details: The product from step (b) (200 mg; 0.61 mmole) in potassium hydroxide dried pyridine (5 ml) was heated on a steam bath with anhydrous lithium iodide (1 g; 7.5 mmole) for 1 hour. The mixture was cooled and concentrated hydrochloric acid diluted with an equal volume of water was added until the resulting suspension was at pH2. The product was extracted with ethylacetate, washed with water and dried (anhydrous sodium sulphate) to yield a red solid which was recrystallised from ethanol to give the t... Starting materials: BrCCCCBr (1,4-dibromobutane), CN1C(NC(C1=O)=O)=S (1-methyl-2-thioxo-4,5-imidazolidinedione). Yields the product BrCCCCN1C(N(C(C1=O)=O)C)=S (1-(4-bromobutyl)-3-methyl-2-thioxo-4,5-imidazolidinedione). As a reaction SMILES: [Br:1][CH2:2][CH2:3][CH2:4][CH2:5]Br.[CH3:7][N:8]1[C:12](=[O:13])[C:11](=[O:14])[NH:10][C:9]1=[S:15]>>[Br:1][CH2:2][CH2:3][CH2:4][CH2:5][N:10]1[C:11](=[O:14])[C:12](=[O:13])[N:8]([CH3:7])[C:9]1=[S:15]. Procedure details: By the procedure of Example 1(i), 1,4-dibromobutane is reacted with 1-methyl-2-thioxo-4,5-imidazolidinedione to yield 1-(4-bromobutyl)-3-methyl-2-thioxo-4,5-imidazolidinedione which, on reaction with thiourea by the procedure of Example 1(ii) gives S-[4-(1-(3-methyl-4,5-dioxo-2-thioxoimidazolidinyl))butyl]isothiourea hydrobromide, m.p. 113°-114°.